This data is from the Open Reaction Database (ORD), a public repository of structured organic reaction records. The task is: describe an organic reaction: reactants, conditions, products, and yield The reactants are C1(CCCCC1)N=C=NC1CCCCC1 (dicyclohexylcarbodiimide), C1CCC(CC1)C(=O)O (4-cyclohexanecarboxylic acid), C(C)(C)(C)O (tert-butanol), CN(C1=NC=NC=C1)C (4-dimethylaminopyrimidine). Procedure details: A solution of 48.2 g of dicyclohexylcarbodiimide in 100 ml of methylene chloride is added dropwise at room temperature with stirring to a solution of 27.7 g (0.2 mol) of 4-cyclohexanecarboxylic acid, 28.9 g of tert-butanol and 24 g of 4-dimethylaminopyrimidine in 200 ml of methylene chloride. The mixture is stirred for 24 hours at room temperature, dicyclohexylurea is removed by filtration, and the product is extracted twice by stirring with water. The organic phase is dried and concentrated. Th... The solvent is C(Cl)Cl (methylene chloride), C(Cl)Cl (methylene chloride). RXN SMILES: C1(N=C=NC2CCCCC2)CCCCC1.[CH2:16]1[CH2:21][CH2:20][CH:19]([C:22]([OH:24])=[O:23])[CH2:18][CH2:17]1.[C:25](O)([CH3:28])([CH3:27])[CH3:26].CN(C)C1C=CN=CN=1>C(Cl)Cl>[CH2:16]1[CH2:21][CH2:20][CH:19]([C:22]([O:24][C:25]([CH3:28])([CH3:27])[CH3:26])=[O:23])[CH2:18][CH2:17]1. The product is C1CCC(CC1)C(=O)OC(C)(C)C (tert-Butyl 4-cyclohexanecarboxylate). Run at time 24 hour. The reactants are FC1=CC=C(C=C1)C1=C(N=C(S1)C)C(=O)O (5-(4-fluorophenyl)-2-methylthiazole-4-carboxylic acid), C(C)OC1(CCC(NC1)CO)OCC (rac-(5,5-diethoxypiperidin-2-yl)methanol). The product is C(C)OC1(CCC(N(C1)C(=O)C=1N=C(SC1C1=CC=C(C=C1)F)C)CO)OCC (rac-(5,5-Diethoxy-2-(hydroxymethyl)piperidin-1-yl)(5-(4-fluorophenyl)-2-methylthiazol-4-yl)methanone). Reaction SMILES: [F:1][C:2]1[CH:7]=[CH:6][C:5]([C:8]2[S:12][C:11]([CH3:13])=[N:10][C:9]=2[C:14]([OH:16])=O)=[CH:4][CH:3]=1.[CH2:17]([O:19][C:20]1([O:28][CH2:29][CH3:30])[CH2:25][NH:24][CH:23]([CH2:26][OH:27])[CH2:22][CH2:21]1)[CH3:18]>>[CH2:29]([O:28][C:20]1([O:19][CH2:17][CH3:18])[CH2:25][N:24]([C:14]([C:9]2[N:10]=[C:11]([CH3:13])[S:12][C:8]=2[C:5]2[CH:4]=[CH:3][C:2]([F:1])=[CH:7][CH:6]=2)=[O:16])[CH:23]([CH2:26][OH:27])[CH2:22][CH2:21]1)[CH3:30]. Procedure details: The title compound was prepared according to general procedure A using 5-(4-fluorophenyl)-2-methylthiazole-4-carboxylic acid and rac-(5,5-diethoxypiperidin-2-yl)methanol. Reported procedure: From 6h (yield: 97%); mp 242-244° C.; IR (KBr) 3422, 1719, 1252, 1190 cm−1; 1H NMR (400 MHz, CDCl3) δ 1.26 (t, 6H, J=7 Hz), 1.37 (t, 3H, J=7 Hz), 3.71 (m, 4H), 4.38 (q, 2H, J=7 Hz), 6.96 (d, 1H, J=7 Hz), 7.58 (s, 1H), 7.65 (s, 1H), 7.84 (d, 1H, J=7 Hz), 10.40 (brs, 1H); 13C NMR (100 MHz, CDCl3) δ 14.3, 15.3, 61.1, 61.8, 98.8, 101.8, 108.3, 111.0, 114.5, 123.5, 126.4, 132.8, 141.5, 142.6, 161.6; MS m/z 331 (M+, 1), 257 (61), 211 (78), 183 (33), 99 (38), 85 (65), 71 (81), 57 (100). Anal. Calcd for... As a reaction SMILES: [N:1]([C:4](=[CH:10][C:11]1[C:12]2[N:13]([CH:17]=[C:18]([CH:20]([O:24][CH2:25][CH3:26])[O:21][CH2:22][CH3:23])[N:19]=2)[CH:14]=[CH:15][CH:16]=1)[C:5]([O:7][CH2:8][CH3:9])=[O:6])=[N+]=[N-].[K+].[Br-]>>[CH2:22]([O:21][CH:20]([O:24][CH2:25][CH3:26])[C:18]1[CH2:17][N:13]2[CH:14]=[CH:15][C:16]3[C:11]([CH:10]=[C:4]([C:5]([O:7][CH2:8][CH3:9])=[O:6])[N:1]=3)=[C:12]2[N:19]=1)[CH3:23] |f:1.2|. Product: C(C)OC(C1=NC=2N(C=CC=3C2C=C(N3)C(=O)OCC)C1)OCC (Ethyl 2-diethoxymethylimidazo[1,2-a]pyrrolo[3,2-c]pyridine-8-carboxylate). Reactants: N(=[N+]=[N-])C(C(=O)OCC)=CC=1C=2N(C=CC1)C=C(N2)C(OCC)OCC (Ethyl α-azido-β-(2-diethoxymethylimidazo[1,2-a]pyridin-8-yl)propenoate), ( 33 ), ( 78 ), ( 81 ), ( 100 ), ( 65 ), [K+].[Br-] (KBr), ( 61 ), ( 38 ). Reactants: C(C1=CC=CC=C1)OC1=NC(=NS1)SC (5-benzyloxy-3-methylthio-1,2,4-thiadiazole), ClC1=CC(=CC=C1)C(=O)OO (metachloroperbenzoic acid), S(=O)([O-])[O-].[Na+].[Na+] (sodium sulfite). Solvent: C(Cl)(Cl)Cl (chloroform). Conditions: time 1 hour. Product: C(C1=CC=CC=C1)OC1=NC(=NS1)S(=O)C (5-benzyloxy-3-methylsulfinyl-1,2,4-thiadiazole). Reaction SMILES: [CH2:1]([O:8][C:9]1[S:13][N:12]=[C:11]([S:14][CH3:15])[N:10]=1)[C:2]1[CH:7]=[CH:6][CH:5]=[CH:4][CH:3]=1.ClC1C=CC=C(C(OO)=[O:24])C=1.S([O-])([O-])=O.[Na+].[Na+]>C(Cl)(Cl)Cl>[CH2:1]([O:8][C:9]1[S:13][N:12]=[C:11]([S:14]([CH3:15])=[O:24])[N:10]=1)[C:2]1[CH:3]=[CH:4][CH:5]=[CH:6][CH:7]=1 |f:2.3.4|. Procedure details: Into 12 ml of chloroform was dissolved 1.39 g of 5-benzyloxy-3-methylthio-1,2,4-thiadiazole, and metachloroperbenzoic acid (>70%) was slowly added to the mixture under ice-cooling. After stirring for 1 hour, the compound of low-polarity from the reaction mixture was detected by thin layer chromatography. The reaction mixture was poured into a saturated sodium sulfite aqueous solution, and separated. The organic layer was washed with sodium hydrogen carbonate aqueous solution, dried over anhydrou... Starting materials: CCOC=1C=CC(=CC1OCC)C2=NC(=CS2)C=3C=CC=C(N3)C(=O)O (tetomilast), crystal. Run in C(C)#N (acetonitrile). Conditions: temperature 30 celsius. Yields the product CCOC=1C=CC(=CC1OCC)C2=NC(=CS2)C=3C=CC=C(N3)C(=O)O.C(C)#N (tetomilast acetonitrile), crystal. Yield: 183.6%. As a reaction SMILES: [CH3:1][CH2:2][O:3][C:4]1[CH:5]=[CH:6][C:7]([C:13]2[S:17][CH:16]=[C:15]([C:18]3[CH:19]=[CH:20][CH:21]=[C:22]([C:24]([OH:26])=[O:25])[N:23]=3)[N:14]=2)=[CH:8][C:9]=1[O:10][CH2:11][CH3:12]>C(#N)C>[CH3:1][CH2:2][O:3][C:4]1[CH:5]=[CH:6][C:7]([C:13]2[S:17][CH:16]=[C:15]([C:18]3[CH:19]=[CH:20][CH:21]=[C:22]([C:24]([OH:26])=[O:25])[N:23]=3)[N:14]=2)=[CH:8][C:9]=1[O:10][CH2:11][CH3:12].[C:13](#[N:14])[CH3:7] |f:2.3|. Reported procedure: 5 g of the anhydrous tetomilast type A crystal obtained in Example 1 (6) was dissolved in 400 ml of acetonitrile, while stirring under heating to reflux. The obtained solution was cooled to approximately 30° C. over about 1 hour, and it was then further cooled at 10° C. or lower for 1 hour, so as to obtain the precipitated crystal by filtration. The above precipitated crystal was dried at 50° C. for 3 hours, so as to obtain 5.1 g of a tetomilast acetonitrile solvate crystal in the form of a whil... Solvent: O (water), CN(C)C=O (DMF). The yield is 67.4%. RXN SMILES: C(N(CC)C(C)C)(C)C.[Cl:10][C:11]1[N:16]=[N:15][C:14]([NH:17][S:18]([C:21]2[CH:26]=[CH:25][C:24]([CH3:27])=[CH:23][CH:22]=2)(=[O:20])=[O:19])=[CH:13][CH:12]=1.I[CH2:29][C:30]([NH2:32])=[O:31]>CN(C=O)C.O>[Cl:10][C:11]1[CH:12]=[CH:13][C:14](=[N:17][S:18]([C:21]2[CH:26]=[CH:25][C:24]([CH3:27])=[CH:23][CH:22]=2)(=[O:20])=[O:19])[N:15]([CH2:29][C:30]([NH2:32])=[O:31])[N:16]=1. Starting materials: C(C)(C)N(C(C)C)CC (N,N-Diisopropylethylamine), ClC1=CC=C(N=N1)NS(=O)(=O)C1=CC=C(C=C1)C (N-(6-chloropyridazin-3-yl)-4-methylbenzenesulfonamide), ICC(=O)N (2-iodoacetamide). Procedure details: N,N-Diisopropylethylamine (10.4 mL, 81 mmol) was added to a suspension of N-(6-chloropyridazin-3-yl)-4-methylbenzenesulfonamide (21 g, 74 mmol) in dry DMF (100 mL) under argon. To the resulting solution was added 2-iodoacetamide (15 g, 81 mmol, Aldrich, St. Louis, Mo.) and the mixture was stirred for 24 h at rt. The reaction mixture was diluted with water and precipitated solid was filtered off to afford the title compound (17 g, 68%). 1H NMR (DMSO-d6, 300 MHz): δ 2.4 (s, 3H), 4.8 (s, 2H), 7.3 (... The product is ClC1=NN(C(C=C1)=NS(=O)(=O)C1=CC=C(C)C=C1)CC(=O)N (2-(3-chloro-6-(tosylimino)pyridazin-1(6H)-yl)acetamide). Reaction conditions: time 24 hour. Starting materials: O=C(c1ccc(CBr)cc1)c1ccc([N+](=O)[O-])cc1, O=C([O-])O, CC[SiH](CC)CC, ClCCl, [Na+], O=S(=O)(O)C(F)(F)F. The product is O=[N+]([O-])c1ccc(Cc2ccc(CBr)cc2)cc1. RXN SMILES: [Br:1][CH2:2][c:3]1[cH:4][cH:5][c:6]([C:7](=[O:8])[c:9]2[cH:10][cH:11][c:12]([N+:15](=[O:16])[O-:17])[cH:13][cH:14]2)[cH:18][cH:19]1.[C:35](=[O:36])([OH:37])[O-:38].[CH2:28]([SiH:29]([CH2:30][CH3:31])[CH2:32][CH3:33])[CH3:34].[Cl:40][CH2:41][Cl:42].[Na+:39].[OH:20][S:21]([C:22]([F:23])([F:24])[F:25])(=[O:26])=[O:27]>>[Br:1][CH2:2][c:3]1[cH:4][cH:5][c:6]([CH2:7][c:9]2[cH:10][cH:11][c:12]([N+:15](=[O:16])[O-:17])[cH:13][cH:14]2)[cH:18][cH:19]1. The reactants are ClC=1C(=NC=C(C1)N1N=C(C=C1)C(F)(F)F)CC#N (3-chloro-5-[3-(trifluoromethyl)-1H-pyrazol-1-yl]-2-pyridineacetonitrile), ClC=1C(=NC=C(C1)N1N=C(C=C1)C(F)(F)F)CC#N (3-chloro-5-[3-(trifluoromethyl)-1H-pyrazol-1-yl]-2-pyridineacetonitrile), [H][H] (hydrogen). Reagents/catalysts: [Ni] (Raney nickel). Solvent: CO (methanol). The product is ClC=1C(=NC=C(C1)N1N=C(C=C1)C(F)(F)F)CCN (3-chloro-5-[3-(trifluoromethyl)-1H-pyrazol-1-yl]-2-pyridineethanamine). As a reaction SMILES: [Cl:1][C:2]1[C:3]([CH2:17][C:18]#[N:19])=[N:4][CH:5]=[C:6]([N:8]2[CH:12]=[CH:11][C:10]([C:13]([F:16])([F:15])[F:14])=[N:9]2)[CH:7]=1.[H][H]>CO.[Ni]>[Cl:1][C:2]1[C:3]([CH2:17][CH2:18][NH2:19])=[N:4][CH:5]=[C:6]([N:8]2[CH:12]=[CH:11][C:10]([C:13]([F:14])([F:16])[F:15])=[N:9]2)[CH:7]=1. Procedure: A solution of 3-chloro-5-[3-(trifluoromethyl)-1H-pyrazol-1-yl]-2-pyridineacetonitrile (i.e. the product of Step B; 5.0 g, 0.017 mol) in methanol (50 mL) was shaken in a Parr hydrogenation apparatus in the presence of Raney nickel (5.0 g) and a hydrogen pressure of 50 psi (345 kPa) at room temperature for 2 h. The mixture was filtered through a pad of Celite® diatomaceous filter aid, and the filter pad was washed with dichloromethane. The filtrate was concentrated under reduced pressure to afford... The reactants are Brc1cnc2[nH]ccc2n1, COc1cc(B(O)O)cc(OC)c1OC, [K+], [K+], O=C([O-])[O-], C1COCCO1, O. Yields the product COc1cc(-c2cnc3[nH]ccc3n2)cc(OC)c1OC. Reaction SMILES: [Br:1][c:2]1[n:3][c:4]2[c:5]([n:6][cH:7]1)[nH:8][cH:9][cH:10]2.[CH3:11][O:12][c:13]1[cH:14][c:15]([B:23]([OH:24])[OH:25])[cH:16][c:17]([O:21][CH3:22])[c:18]1[O:19][CH3:20].[K+:26].[K+:27].[O-:28][C:29]([O-:30])=[O:31].[O:32]1[CH2:33][CH2:34][O:35][CH2:36][CH2:37]1.[OH2:38]>>[c:2]1(-[c:15]2[cH:14][c:13]([O:12][CH3:11])[c:18]([O:19][CH3:20])[c:17]([O:21][CH3:22])[cH:16]2)[n:3][c:4]2[c:5]([n:6][cH:7]1)[nH:8][cH:9][cH:10]2. The reactants are C(C1=CC=CC=C1)N1N=NC(=C1)C[C@@H](C(=O)OCC1=CC=CC=C1)NC(=O)OC ((S)-benzyl 3-(1-benzyl-1H-1,2,3-triazol-4-yl)-2-(methoxycarbonylamino)propanoate). Reagents/catalysts: [Pd] (Pd—C). Run in CO (MeOH). Product: COC(=O)N[C@H](C(=O)O)CC=1N=NNC1 ((S)-2-(methoxycarbonylamino)-3-(1H-1,2,3-triazol-4-yl)propanoic acid), gum. Isolated yield 111.0%. RXN SMILES: C([N:8]1[CH:12]=[C:11]([CH2:13][C@H:14]([NH:25][C:26]([O:28][CH3:29])=[O:27])[C:15]([O:17]CC2C=CC=CC=2)=[O:16])[N:10]=[N:9]1)C1C=CC=CC=1>CO.[Pd]>[CH3:29][O:28][C:26]([NH:25][C@@H:14]([CH2:13][C:11]1[N:10]=[N:9][NH:8][CH:12]=1)[C:15]([OH:17])=[O:16])=[O:27]. Procedure details: (S)-benzyl 3-(1-benzyl-1H-1,2,3-triazol-4-yl)-2-(methoxycarbonylamino)propanoate (502 mg, 1. II mmol) was hydrogenated in the presence of Pd—C (82 mg) in MeOH (5 mL) at atmospheric pressure for 12 h. The mixture was filtered through diatomaceous earth (Celite™) and concentrated in vacuo. (S)-2-(methoxycarbonylamino)-3-(1H-1,2,3-triazol-4-yl)propanoic acid was obtained as a colorless gum (266 mg, 111%) which was contaminated with ca. 10% of the methyl ester. The material was used as is without fu...